From a dataset of the Open Reaction Database (ORD), a public repository of structured organic reaction records. describe an organic reaction: reactants, conditions, products, and yield Starting materials: solid, Cl.Cl.Cl.O1CCC=2C(=NC=CC21)N2CCN(CC2)CC[C@@H]2CC[C@H](CC2)N (trans-4-{2-[4-(2,3-dihydrofuro[3,2-c]pyridin-4-yl)-piperazin-1-yl]-ethyl}-cyclohexanamine trihydrochloride), Cl.Cl.Cl.O1CCC=2C(=NC=CC21)N2CCN(CC2)CC[C@@H]2CC[C@H](CC2)N (trans-4-{2-[4-(2,3-dihydrofuro[3,2-c]pyridin-4-yl)-piperazin-1-yl]-ethyl}-cyclohexanamine trihydrochloride), C(C(C)C)(=O)O (isobutyric acid). The product is O1CCC=2C(=NC=CC21)N2CCN(CC2)CC[C@@H]2CC[C@H](CC2)NC(C(C)C)=O (trans-N-(4-{2-[4-(2,3-Dihydro-furo[3,2-c]pyridin-4-yl)-piperazin-1-yl]-ethyl}-cyclohexyl)-isobutyramide). RXN SMILES: Cl.Cl.Cl.[O:4]1[C:12]2[CH:11]=[CH:10][N:9]=[C:8]([N:13]3[CH2:18][CH2:17][N:16]([CH2:19][CH2:20][C@H:21]4[CH2:26][CH2:25][C@H:24]([NH2:27])[CH2:23][CH2:22]4)[CH2:15][CH2:14]3)[C:7]=2[CH2:6][CH2:5]1.[C:28](O)(=[O:32])[CH:29]([CH3:31])[CH3:30]>>[O:4]1[C:12]2[CH:11]=[CH:10][N:9]=[C:8]([N:13]3[CH2:18][CH2:17][N:16]([CH2:19][CH2:20][C@H:21]4[CH2:26][CH2:25][C@H:24]([NH:27][C:28](=[O:32])[CH:29]([CH3:31])[CH3:30])[CH2:23][CH2:22]4)[CH2:15][CH2:14]3)[C:7]=2[CH2:6][CH2:5]1 |f:0.1.2.3|. Procedure: The title compound, white solid (62 mg, 62%), MS (ISP) m/z=401.5 [(M+H)+], mp 219° C., was prepared in accordance with the general method of example 32 from trans-4-{2-[4-(2,3-dihydrofuro[3,2-c]pyridin-4-yl)-piperazin-1-yl]-ethyl}-cyclohexanamine trihydrochloride (intermediate C) (110 mg, 0.25 mmol) and isobutyric acid. Reactants: C(=O)([O-])[C@@H](O)[C@H](O)C(=O)[O-] (D-(−)-tartrate), C[C@@]1(NC(OC1)=O)CCC=1N(C=CC1)CC ((4R)-4-Methyl-4-[2-(1-ethylpyrrol-2-yl)ethyl]-1,3-oxazolidin-2-one), example 3 ( 3d ), [OH-].[K+] (potassium hydroxide), O (water). Solvent: C(C)O (ethanol), O1CCCC1 (tetrahydrofuran), CO (methanol), C(Cl)Cl (methylene chloride). Run at time 4 hour. Product: N[C@@](CO)(CCC=1N(C=CC1)CC)C ((2R)-2-Amino-2-methyl-4-(1-ethylpyrrol-2-yl)butan-1-ol). Isolated yield 64.8%. Reaction SMILES: [CH3:1][C@@:2]1([CH2:8][CH2:9][C:10]2[N:11]([CH2:15][CH3:16])[CH:12]=[CH:13][CH:14]=2)[CH2:6][O:5]C(=O)[NH:3]1.[OH-].[K+].O.C([C@H]([C@@H](C([O-])=O)O)O)([O-])=O>O1CCCC1.CO.C(O)C.C(Cl)Cl>[NH2:3][C@:2]([CH3:1])([CH2:8][CH2:9][C:10]1[N:11]([CH2:15][CH3:16])[CH:12]=[CH:13][CH:14]=1)[CH2:6][OH:5] |f:1.2|. Procedure: (4R)-4-Methyl-4-[2-(1-ethylpyrrol-2-yl)ethyl]-1,3-oxazolidin-2-one (4.90 g, 22.0 mmol) obtained in Reference example 3 (3d) was dissolved in a mixture of tetrahydrofuran (80 mL) and methanol (40 mL) and a 5.5 N aqueous potassium hydroxide solution (40 mL) was added thereto, followed by heating under reflux of the mixture for 4 days. After cooling, water and methylene chloride were added to the reaction mixture to separate it. The thus obtained organic phase was separated and dried over anhydrous... Starting materials: CC(=O)O, CCOC1(O[Si](C)(C)C)CC1, CNCC1(c2ccc(OCCCN3CCCC3)cc2)CCOCC1, CO. The product is CN(CC1(c2ccc(OCCCN3CCCC3)cc2)CCOCC1)C1CC1. RXN SMILES: [C:36]([OH:37])(=[O:38])[CH3:39].[CH2:25]([O:26][C:28]1([O:27][Si:31]([CH3:32])([CH3:33])[CH3:34])[CH2:29][CH2:30]1)[CH3:35].[CH3:1][NH:2][CH2:3][C:4]1([c:10]2[cH:11][cH:12][c:13]([O:16][CH2:17][CH2:18][CH2:19][N:20]3[CH2:21][CH2:22][CH2:23][CH2:24]3)[cH:14][cH:15]2)[CH2:5][CH2:6][O:7][CH2:8][CH2:9]1.[CH3:40][OH:41]>>[CH3:1][N:2]([CH2:3][C:4]1([c:10]2[cH:11][cH:12][c:13]([O:16][CH2:17][CH2:18][CH2:19][N:20]3[CH2:21][CH2:22][CH2:23][CH2:24]3)[cH:14][cH:15]2)[CH2:5][CH2:6][O:7][CH2:8][CH2:9]1)[CH:28]1[CH2:29][CH2:30]1. The reactants are C(CCC)(=O)C=1C=NC2=C(C=CC=C2C1Cl)C (3-Butyryl-4-chloro-8-methylquinoline), COC1=C(N)C=CC(=C1)OC (2,4-dimethoxyaniline). Run in O1CCOCC1 (1,4-dioxan). Yields the product Cl.C(CCC)(=O)C=1C=NC2=C(C=CC=C2C1NC1=C(C=C(C=C1)OC)OC)C (3-butyryl-4-(2,4-dimethoxyphenylamino)-8-methylquinoline hydrochloride). The yield is 52.4%. RXN SMILES: [C:1]([C:6]1[CH:7]=[N:8][C:9]2[C:14]([C:15]=1[Cl:16])=[CH:13][CH:12]=[CH:11][C:10]=2[CH3:17])(=[O:5])[CH2:2][CH2:3][CH3:4].[CH3:18][O:19][C:20]1[CH:26]=[C:25]([O:27][CH3:28])[CH:24]=[CH:23][C:21]=1[NH2:22]>O1CCOCC1>[ClH:16].[C:1]([C:6]1[CH:7]=[N:8][C:9]2[C:14]([C:15]=1[NH:22][C:21]1[CH:23]=[CH:24][C:25]([O:27][CH3:28])=[CH:26][C:20]=1[O:19][CH3:18])=[CH:13][CH:12]=[CH:11][C:10]=2[CH3:17])(=[O:5])[CH2:2][CH2:3][CH3:4] |f:3.4|. Procedure details: 3-Butyryl-4-chloro-8-methylquinoline (2.48 g, 10 mmol), 2,4-dimethoxyaniline (3.06 g, 20 mmol) and 1,4-dioxan (20 ml) were heated at reflux for 1.5 hours. the solvent evaporated, the residue taken up in dichloromethane, washed with aqueous sodium bicarbonate, dried and evaporated. Chromatography (silica gel, 1% methanol in chloroform), conversion to the hydrochloride salt and recrystallisation from aqueous methanol gave 3-butyryl-4-(2,4-dimethoxyphenylamino)-8-methylquinoline hydrochloride (2.10... Starting materials: CC=1SC2=C(N1)CCC(C2=O)=CN2CCOCC2 (2-methyl-6-morpholin-4-ylmethylene-5,6-dihydro-4H-benzothiazol-7-one), [N+](=O)(O)[O-].ClC1=CC=C(C=N1)NC(=N)N (N-(6-chloro-pyridin-3-yl)-guanidine nitrate), [OH-].[Na+] (NaOH). Run in COCCO (2-methoxyethanol). Reaction conditions: temperature 100 celsius. The product is ClC1=CC=C(C=N1)NC1=NC=2C3=C(CCC2C=N1)N=C(S3)C ((6-Chloro-pyridin-3-yl)-(2-methyl-4,5-dihydro-thiazolo[4,5-h]quinazolin-8-yl)-amine). Isolated yield 16.0%. Reaction SMILES: [CH3:1][C:2]1[S:3][C:4]2[C:10](=O)[C:9](=[CH:12]N3CCOCC3)[CH2:8][CH2:7][C:5]=2[N:6]=1.[N+]([O-])(O)=O.[Cl:23][C:24]1[N:29]=[CH:28][C:27]([NH:30][C:31]([NH2:33])=[NH:32])=[CH:26][CH:25]=1.[OH-].[Na+]>COCCO>[Cl:23][C:24]1[N:29]=[CH:28][C:27]([NH:30][C:31]2[N:33]=[CH:12][C:9]3[CH2:8][CH2:7][C:5]4[N:6]=[C:2]([CH3:1])[S:3][C:4]=4[C:10]=3[N:32]=2)=[CH:26][CH:25]=1 |f:1.2,3.4|. Reported procedure: A mixture of 2-methyl-6-morpholin-4-ylmethylene-5,6-dihydro-4H-benzothiazol-7-one (200 mg, 0.76 mmol), N-(6-chloro-pyridin-3-yl)-guanidine nitrate (196 mg, 0.84 mmol), NaOH (34 mg, 0.84 mmol) and 2-methoxyethanol (2 mL) was heated at 100° C. for 24 h. The reaction mixture was concentrated under vacuum. Flash column chromatography (20% EtOAc:hexane) gave the pure title product as a white solid (40 mg, 16%): mp 252-253° C. Anal. RP-HPLC: tR 16.8 min (10-70% MeCN, purity 92%). 1H-NMR (DMSO-d6) δ 9.... The reactants are COc1cc2c(Nc3ccc(Br)cc3F)ncnc2cc1OCC1CCN(C(=O)OC(C)(C)C)CC1, C=O, O=CO. The product is COc1cc2c(Nc3ccc(Br)cc3F)ncnc2cc1OCC1CCN(C)CC1. As a reaction SMILES: [Br:3][c:4]1[cH:5][c:6]([F:38])[c:7]([NH:8][c:9]2[n:10][cH:11][n:12][c:13]3[cH:14][c:15]([O:21][CH2:22][CH:23]4[CH2:24][CH2:25][N:26]([C:29]([O:30][C:31]([CH3:32])([CH3:33])[CH3:34])=[O:35])[CH2:27][CH2:28]4)[c:16]([O:19][CH3:20])[cH:17][c:18]23)[cH:36][cH:37]1.[CH2:1]=[O:2].[CH:39]([OH:40])=[O:41]>>[Br:3][c:4]1[cH:5][c:6]([F:38])[c:7]([NH:8][c:9]2[n:10][cH:11][n:12][c:13]3[cH:14][c:15]([O:21][CH2:22][CH:23]4[CH2:24][CH2:25][N:26]([CH3:29])[CH2:27][CH2:28]4)[c:16]([O:19][CH3:20])[cH:17][c:18]23)[cH:36][cH:37]1. Reactants: O=C1CC(Br)C(=O)N1, O=C(OOC(=O)c1ccccc1)c1ccccc1, ClC(Cl)(Cl)Cl, CCOC(=O)c1oc2ccc(Cl)cc2c1C. The product is CCOC(=O)c1oc2ccc(Cl)cc2c1CBr. RXN SMILES: [Br:17][CH:18]1[CH2:19][C:20](=[O:21])[NH:22][C:23]1=[O:24].[C:25]([O:26][O:27][C:28](=[O:29])[c:30]1[cH:31][cH:32][cH:33][cH:34][cH:35]1)(=[O:36])[c:37]1[cH:38][cH:39][cH:40][cH:41][cH:42]1.[C:43]([Cl:44])([Cl:45])([Cl:46])[Cl:47].[Cl:1][c:2]1[cH:3][cH:4][c:5]2[c:6]([c:7]([CH3:15])[c:8]([C:10](=[O:11])[O:12][CH2:13][CH3:14])[o:9]2)[cH:16]1>>[Cl:1][c:2]1[cH:3][cH:4][c:5]2[c:6]([c:7]([CH2:15][Br:17])[c:8]([C:10](=[O:11])[O:12][CH2:13][CH3:14])[o:9]2)[cH:16]1.